This data is from the Open Reaction Database (ORD), a public repository of structured organic reaction records. The task is: describe an organic reaction: reactants, conditions, products, and yield The reactants are crude product, COC1=CC2=C(N=C(S2)C)C=C1 (6-methoxy-2-methylbenzothiazole), [Se](=O)=O (selenium dioxide). Solvent: O1CCOCC1 (dioxane). Yields the product COC1=CC2=C(N=C(S2)C=O)C=C1 (6-methoxy-2-formylbenzothiazole). The yield is 55.5%. As a reaction SMILES: [CH3:1][O:2][C:3]1[CH:12]=[CH:11][C:6]2[N:7]=[C:8]([CH3:10])[S:9][C:5]=2[CH:4]=1.[Se](=O)=[O:14]>O1CCOCC1>[CH3:1][O:2][C:3]1[CH:12]=[CH:11][C:6]2[N:7]=[C:8]([CH:10]=[O:14])[S:9][C:5]=2[CH:4]=1. Procedure: Oxidation of 6-methoxy-2-methylbenzothiazole (10.0 g, 55.9 mmole) with selenium dioxide (6.2 g, 55.9 mmole) in 300 ml dioxane for six hours by the method of Preparation H gave 6.0 g of 6-methoxy-2-formylbenzothiazole after chromatography of the crude product on silica gel, eluting with chloroform. 1H--NMR(CDCl3)ppm(delta): 3.9 (s, 3H), 7.1-7.5 (m, 2H), 8.0-8.3 (m, 1H), 10.1 (s, 1H).